This data is from the Open Reaction Database (ORD), a public repository of structured organic reaction records. The task is: describe an organic reaction: reactants, conditions, products, and yield Reactants: ClC1=C(C=CC=C1Cl)C#CC(F)(F)F (2,3-dichloro-(3,3,3-trifluoropropyn-1-yl)-benzene), C(#N)CCN(CC(=O)O)C=O (N-(2-cyanoethyl)-N-formylglycine). Run in C(C)(=O)OC(C)=O (acetic anhydride). Yields the product C(#N)CCN1C=C(C(=C1)C(F)(F)F)C1=C(C(=CC=C1)Cl)Cl (1-(2-cyanoethyl)-3-(2,3-dichlorophenyl)-4-trifluoromethylpyrrole). RXN SMILES: [Cl:1][C:2]1[C:7]([Cl:8])=[CH:6][CH:5]=[CH:4][C:3]=1[C:9]#[C:10][C:11]([F:14])([F:13])[F:12].[C:15]([CH2:17][CH2:18][N:19]([CH:24]=O)[CH2:20]C(O)=O)#[N:16]>C(OC(=O)C)(=O)C>[C:15]([CH2:17][CH2:18][N:19]1[CH:24]=[C:10]([C:11]([F:14])([F:12])[F:13])[C:9]([C:3]2[CH:4]=[CH:5][CH:6]=[C:7]([Cl:8])[C:2]=2[Cl:1])=[CH:20]1)#[N:16]. Procedure details: 23.9 g of 2,3-dichloro-(3,3,3-trifluoropropyn-1-yl)-benzene and 15.6 g of N-(2-cyanoethyl)-N-formylglycine are dissolved in 100 ml of acetic anhydride, and the solution is refluxed for 24 h. The mixture is concentrated by evaporation under reduced pressure; the residue is then taken up in toluene, and purified by chromatography through silica gel. The solvent is evaporated off, and from the eluate is obtained 1-(2-cyanoethyl)-3-(2,3-dichlorophenyl)-4-trifluoromethylpyrrole, m.p. 83°-85° C. from ...